Task: describe an organic reaction: reactants, conditions, products, and yield. Dataset: the Open Reaction Database (ORD), a public repository of structured organic reaction records Reactants: B, CCCCCCCCCCCCCCCC(=O)Nc1ccc(C(=O)OCC)o1, Cl, C1CCOC1. Product: CCCCCCCCCCCCCCCCNc1ccc(C(=O)OCC)o1. As a reaction SMILES: [BH3:29].[C:1]([CH2:2][CH2:3][CH2:4][CH2:5][CH2:6][CH2:7][CH2:8][CH2:9][CH2:10][CH2:11][CH2:12][CH2:13][CH2:14][CH2:15][CH3:16])(=[O:17])[NH:18][c:19]1[cH:20][cH:21][c:22]([C:24](=[O:25])[O:26][CH2:27][CH3:28])[o:23]1.[ClH:30].[O:31]1[CH2:32][CH2:33][CH2:34][CH2:35]1>>[CH2:1]([CH2:2][CH2:3][CH2:4][CH2:5][CH2:6][CH2:7][CH2:8][CH2:9][CH2:10][CH2:11][CH2:12][CH2:13][CH2:14][CH2:15][CH3:16])[NH:18][c:19]1[cH:20][cH:21][c:22]([C:24](=[O:25])[O:26][CH2:27][CH3:28])[o:23]1. The reactants are CNCC1=C(C=CC(=C1)C=1OC=CN1)C=1C(=CC=CC1)S(=O)(=O)NC1=C(C(=NO1)C)C (2'-[(methylamino)methyl]-N-(3,4-dimethyl-5-isoxazolyl)-4'-(2-oxazolyl)[1,1'-biphenyl]-2-sulfonamide), ClC1=CC=C(C(=O)O)C=C1 (4-chlorobenzoic acid), C(C)(C)N=C=NC(C)C (1,3-diisopropylcarbodiimide). Reagents/catalysts: CN(C1=CC=NC=C1)C (4-dimethylaminopyridine). Run in C(Cl)Cl (CH2Cl2). Conditions: time 18 hour. Yields the product ClC1=CC=C(C(=O)N(C)CC2=C(C=CC(=C2)C=2OC=CN2)C2=C(C=CC=C2)S(=O)(=O)NC2=C(C(=NO2)C)C)C=C1 (4-Chloro-N-[[2'-[[(3,4-dimethyl-5-isoxazolyl)amino]sulfonyl]-4-(2-oxazolyl)[1,1'-biphenyl]-2-yl]methyl]-N-methylbenzamide). Reaction SMILES: [CH3:1][NH:2][CH2:3][C:4]1[CH:9]=[C:8]([C:10]2[O:11][CH:12]=[CH:13][N:14]=2)[CH:7]=[CH:6][C:5]=1[C:15]1[C:16]([S:21]([NH:24][C:25]2[O:29][N:28]=[C:27]([CH3:30])[C:26]=2[CH3:31])(=[O:23])=[O:22])=[CH:17][CH:18]=[CH:19][CH:20]=1.[Cl:32][C:33]1[CH:41]=[CH:40][C:36]([C:37]([OH:39])=O)=[CH:35][CH:34]=1.C(N=C=NC(C)C)(C)C>C(Cl)Cl.CN(C)C1C=CN=CC=1>[Cl:32][C:33]1[CH:34]=[CH:35][C:36]([C:37]([N:2]([CH2:3][C:4]2[CH:9]=[C:8]([C:10]3[O:11][CH:12]=[CH:13][N:14]=3)[CH:7]=[CH:6][C:5]=2[C:15]2[CH:20]=[CH:19][CH:18]=[CH:17][C:16]=2[S:21]([NH:24][C:25]2[O:29][N:28]=[C:27]([CH3:30])[C:26]=2[CH3:31])(=[O:22])=[O:23])[CH3:1])=[O:39])=[CH:40][CH:41]=1. Reported procedure: To 2'-[(methylamino)methyl]-N-(3,4-dimethyl-5-isoxazolyl)-4'-(2-oxazolyl)[1,1'-biphenyl]-2-sulfonamide (24.1 mg, 0.055 mmol, prepared as described in Step (A) of Example 28) and 4-chlorobenzoic acid (7.8 mg, 0.05 mmol) in 0.5 ml of CH2Cl2, 4-dimethylaminopyridine (6.7 mg, 0.055 mmol) was added and followed by 1,3-diisopropylcarbodiimide (6.9 mg, 0.055 mmol). The reaction was stirred at room temperature for 18 hrs and concentrated. The residue was dissolved in MeOH, neutralized to pH>8 with aq. N... Reactants: C1(=CC=CC=C1)C(C1CCC(CC1)=NO)N1CCCCC1 (4-(phenylpiperidin-1-yl-methyl)cyclohexanone oxime), [H-].[Al+3].[Li+].[H-].[H-].[H-] (lithium aluminium hydride), O (water), [OH-].[Na+] (sodium hydroxide). Run in O1CCCC1 (tetrahydrofuran), O1CCCC1 (tetrahydrofuran). Run at time 4 hour. Yields the product C1(=CC=CC=C1)C(C1CCC(CC1)N)N1CCCCC1 (4-(Phenylpiperidin-1-yl-methyl)cyclohexylamine). RXN SMILES: [C:1]1([CH:7]([N:16]2[CH2:21][CH2:20][CH2:19][CH2:18][CH2:17]2)[CH:8]2[CH2:13][CH2:12][C:11](=[N:14]O)[CH2:10][CH2:9]2)[CH:6]=[CH:5][CH:4]=[CH:3][CH:2]=1.[H-].[Al+3].[Li+].[H-].[H-].[H-].O.[OH-].[Na+]>O1CCCC1>[C:1]1([CH:7]([N:16]2[CH2:21][CH2:20][CH2:19][CH2:18][CH2:17]2)[CH:8]2[CH2:9][CH2:10][CH:11]([NH2:14])[CH2:12][CH2:13]2)[CH:2]=[CH:3][CH:4]=[CH:5][CH:6]=1 |f:1.2.3.4.5.6,8.9|. Reported procedure: A solution of 4-(phenylpiperidin-1-yl-methyl)cyclohexanone oxime (1.60 g, 5.6 mmol) in absolute tetrahydrofuran (20 ml) was added dropwise at 60° C., under argon, to a suspension of lithium aluminium hydride (425 mg, 11.2 mmol) in absolute tetrahydrofuran (50 ml), and stirring was carried out for 4 h at that temperature. After cooling, water (2 ml) and 4 N sodium hydroxide solution (0.5 ml) were added dropwise. The suspension was filtered, and the filtrate was dried over sodium sulfate and conce... Starting materials: OB1OC(C2=C1C=C(C=C2C)OC2=NC=CC(=C2)C(NO)=N)CC(=O)OCC (ethyl 2-(1-hydroxy-6-(4-(N-hydroxycarbamimidoyl)pyridin-2-yloxy)-4-methyl-1,3-dihydrobenzo[c][1,2]oxaborol-3-yl)acetate), Cl (HCl). The solvent is [OH-].[Na+] (NaOH). Product: OB1OC(C2=C1C=C(C=C2C)OC2=NC=CC(=C2)C(NO)=N)CC(=O)O (2-(1-Hydroxy-6-(4-(N-hydroxycarbamimidoyl)pyridin-2-yloxy)-4-methyl-1,3-dihydrobenzo[c][1,2]oxaborol-3-yl)acetic acid). RXN SMILES: [OH:1][B:2]1[C:6]2[CH:7]=[C:8]([O:12][C:13]3[CH:18]=[C:17]([C:19](=[NH:22])[NH:20][OH:21])[CH:16]=[CH:15][N:14]=3)[CH:9]=[C:10]([CH3:11])[C:5]=2[CH:4]([CH2:23][C:24]([O:26]CC)=[O:25])[O:3]1.Cl>[OH-].[Na+]>[OH:1][B:2]1[C:6]2[CH:7]=[C:8]([O:12][C:13]3[CH:18]=[C:17]([C:19](=[NH:22])[NH:20][OH:21])[CH:16]=[CH:15][N:14]=3)[CH:9]=[C:10]([CH3:11])[C:5]=2[CH:4]([CH2:23][C:24]([OH:26])=[O:25])[O:3]1 |f:2.3|. Reported procedure: 2-(ethyl 2-(1-hydroxy-6-(4-(N-hydroxycarbamimidoyl)pyridin-2-yloxy)-4-methyl-1,3-dihydrobenzo[c][1,2]oxaborol-3-yl)acetate (150 mg) was treated with NaOH solution (200 mg in 10 ml water) for one hour at room temperature. The reaction mixture was acidified to pH 5 with 6 N HCl and then concentrated. HPLC purification gave product as a white solid. 1H NMR (400 MHz, DMSO-d6) δ 10.5 (b, 1H), 9.20 (b, 1H), 8.23 (d, J=5.2 Hz, 1H), 7.04 (dd, J=5.2, 1.2 Hz, 1H), 7.34 (s, 1H), 7.23 (s, 1H), 7.06 (d, J=1....